Dataset: the Open Reaction Database (ORD), a public repository of structured organic reaction records. Task: describe an organic reaction: reactants, conditions, products, and yield Starting materials: BrCCBr, C=O, CCCCC(C)CCl, I, [Mg], C1CCOC1, O=S(=O)(O)O. The product is CCCCC(C)CCO. Reaction SMILES: [Br:11][CH2:12][CH2:13][Br:14].[CH2:15]=[O:16].[Cl:3][CH2:4][CH:5]([CH2:6][CH2:7][CH2:8][CH3:9])[CH3:10].[I:2].[Mg:1].[O:22]1[CH2:23][CH2:24][CH2:25][CH2:26]1.[S:17](=[O:18])(=[O:19])([OH:20])[OH:21]>>[CH2:4]([CH:5]([CH2:6][CH2:7][CH2:8][CH3:9])[CH3:10])[CH2:15][OH:16]. Starting materials: CO, [K+], O=C1CCNCC1, [OH-], c1cnc2[nH]ccc2c1. Product: C1=C(c2c[nH]c3ncccc23)CCNC1. Reaction SMILES: [CH3:19][OH:20].[K+:18].[NH:10]1[CH2:11][CH2:12][C:13](=[O:16])[CH2:14][CH2:15]1.[OH-:17].[nH:1]1[cH:2][cH:3][c:4]2[cH:5][cH:6][cH:7][n:8][c:9]12>>[nH:1]1[cH:2][c:3]([C:13]2=[CH:12][CH2:11][NH:10][CH2:15][CH2:14]2)[c:4]2[cH:5][cH:6][cH:7][n:8][c:9]12.